This data is from the Open Reaction Database (ORD), a public repository of structured organic reaction records. The task is: describe an organic reaction: reactants, conditions, products, and yield The reactants are Cc1cccc(Cl)c1C(=O)O, Cl, [K+], O=[N+]([O-])[O-]. The product is Cc1c([N+](=O)[O-])ccc(Cl)c1C(=O)O. Reaction SMILES: [Cl:1][c:2]1[c:3]([C:4](=[O:5])[OH:6])[c:7]([CH3:11])[cH:8][cH:9][cH:10]1.[ClH:17].[K+:12].[O-:13][N+:14]([O-:15])=[O:16]>>[Cl:1][c:2]1[c:3]([C:4](=[O:5])[OH:6])[c:7]([CH3:11])[c:8]([N+:14](=[O:13])[O-:15])[cH:9][cH:10]1. Starting materials: O=C([O-])[O-], O=C(O)c1ccc(F)c([N+](=O)[O-])c1, [K+], [K+], CN(C)C=O, CC(C)(S)CCO. Yields the product CC(C)(CCO)Sc1ccc(C(=O)O)cc1[N+](=O)[O-]. Reaction SMILES: [C:14](=[O:15])([O-:16])[O-:17].[F:1][c:2]1[c:3]([N+:11](=[O:12])[O-:13])[cH:4][c:5]([C:6](=[O:7])[OH:8])[cH:9][cH:10]1.[K+:18].[K+:19].[O:27]=[CH:28][N:29]([CH3:30])[CH3:31].[SH:20][C:21]([CH2:22][CH2:23][OH:24])([CH3:25])[CH3:26]>>[c:2]1([S:20][C:21]([CH2:22][CH2:23][OH:24])([CH3:25])[CH3:26])[c:3]([N+:11](=[O:12])[O-:13])[cH:4][c:5]([C:6](=[O:7])[OH:8])[cH:9][cH:10]1. The reactants are ClC=1C=CC(=C(CN2C3=C(NCC2)N=CC(=C3)I)C1)C(F)(F)F (1-[5-Chloro-2-(trifluoromethyl)benzyl]-7-iodo-1,2,3,4-tetrahydropyrido[2,3-b]pyrazine), CN1N=CC(=C1)B1OC(C(O1)(C)C)(C)C (1-methyl-4-(4,4,5,5-tetramethyl-1,3,2-dioxaborolan-2-yl)-1H-pyrazole). Product: ClC=1C=CC(=C(CN2C3=C(NCC2)N=CC(=C3)C=3C=NN(C3)C)C1)C(F)(F)F (1-[5-Chloro-2-(trifluoromethyl)benzyl]-7-(1-methyl-1H-pyrazol-4-yl)-1,2,3,4-tetrahydropyrido[2,3-b]pyrazine). Isolated yield 74.0%. RXN SMILES: [Cl:1][C:2]1[CH:3]=[CH:4][C:5]([C:20]([F:23])([F:22])[F:21])=[C:6]([CH:19]=1)[CH2:7][N:8]1[CH2:13][CH2:12][NH:11][C:10]2[N:14]=[CH:15][C:16](I)=[CH:17][C:9]1=2.[CH3:24][N:25]1[CH:29]=[C:28](B2OC(C)(C)C(C)(C)O2)[CH:27]=[N:26]1>>[Cl:1][C:2]1[CH:3]=[CH:4][C:5]([C:20]([F:23])([F:22])[F:21])=[C:6]([CH:19]=1)[CH2:7][N:8]1[CH2:13][CH2:12][NH:11][C:10]2[N:14]=[CH:15][C:16]([C:28]3[CH:27]=[N:26][N:25]([CH3:24])[CH:29]=3)=[CH:17][C:9]1=2. Procedure: 1-[5-Chloro-2-(trifluoromethyl)benzyl]-7-iodo-1,2,3,4-tetrahydropyrido[2,3-b]pyrazine (112 mg) was reacted with 1-methyl-4-(4,4,5,5-tetramethyl-1,3,2-dioxaborolan-2-yl)-1H-pyrazole as in General Procedure 4B to give the title compound as a brown solid (74% yield). m.p.=156° C., LCMS: m/z=408.25 (M+H+), 1H-NMR (CDCl3, 400 MHz) δ 3.48 (2H, m), 3.65 (2H, m), 3.87 (3H, s), 4.58 (2H, s), 5.06 (1H, s), 6.45 (1H, s), 7.36 (2H, m), 7.49 (2H, m), 7.63 (2H, m). The reactants are C1CCCCC1, CC(=O)CC(C)c1ccc(-c2ccccc2)cc1. The product is CC(O)CC(C)c1ccc(-c2ccccc2)cc1. As a reaction SMILES: [CH2:19]1[CH2:20][CH2:21][CH2:22][CH2:23][CH2:24]1.[c:1]1(-[c:13]2[cH:14][cH:15][cH:16][cH:17][cH:18]2)[cH:2][cH:3][c:4]([CH:7]([CH2:8][C:9]([CH3:10])=[O:11])[CH3:12])[cH:5][cH:6]1>>[c:1]1(-[c:13]2[cH:14][cH:15][cH:16][cH:17][cH:18]2)[cH:2][cH:3][c:4]([CH:7]([CH2:8][CH:9]([CH3:10])[OH:11])[CH3:12])[cH:5][cH:6]1. Starting materials: NCc1ccc2c(c1)OCO2, CC#N, CCN(C(C)C)C(C)C, Cc1ccc(N2CCc3ncnc(Cl)c3C2)c(C#N)c1. Product: Cc1ccc(N2CCc3ncnc(NCc4ccc5c(c4)OCO5)c3C2)c(C#N)c1. RXN SMILES: [CH2:21]([c:22]1[cH:23][c:24]2[c:28]([cH:29][cH:30]1)[O:27][CH2:26][O:25]2)[NH2:31].[CH3:32][C:33]#[N:34].[CH:35]([N:36]([CH2:37][CH3:38])[CH:39]([CH3:40])[CH3:41])([CH3:42])[CH3:43].[Cl:1][c:2]1[c:3]2[c:4]([n:5][cH:6][n:7]1)[CH2:8][CH2:9][N:10]([c:12]1[c:13]([C:14]#[N:15])[cH:16][c:17]([CH3:20])[cH:18][cH:19]1)[CH2:11]2>>[c:2]1([NH:31][CH2:21][c:22]2[cH:23][c:24]3[c:28]([cH:29][cH:30]2)[O:27][CH2:26][O:25]3)[c:3]2[c:4]([n:5][cH:6][n:7]1)[CH2:8][CH2:9][N:10]([c:12]1[c:13]([C:14]#[N:15])[cH:16][c:17]([CH3:20])[cH:18][cH:19]1)[CH2:11]2.